describe an organic reaction: reactants, conditions, products, and yield From a dataset of the Open Reaction Database (ORD), a public repository of structured organic reaction records. The reactants are [Cl-].N1C=C(C2=CC=CC=C12)CCCC[N+]1=CC=C(C=C1)C1=CC=CC=C1 (1-[4-(3-indolyl)-butyl]-4-phenylpyridinium chloride). Reagents/catalysts: [Pt] (platinum). Solvent: CO (methanol). Yields the product C1(=CC=CC=C1)C1CCN(CC1)CCCCC1=CNC2=CC=CC=C12 (3-[4-(4-phenyl-1-piperidyl)-butyl]-indole). As a reaction SMILES: [Cl-].[NH:2]1[C:10]2[C:5](=[CH:6][CH:7]=[CH:8][CH:9]=2)[C:4]([CH2:11][CH2:12][CH2:13][CH2:14][N+:15]2[CH:20]=[CH:19][C:18]([C:21]3[CH:26]=[CH:25][CH:24]=[CH:23][CH:22]=3)=[CH:17][CH:16]=2)=[CH:3]1>CO.[Pt]>[C:21]1([CH:18]2[CH2:17][CH2:16][N:15]([CH2:14][CH2:13][CH2:12][CH2:11][C:4]3[C:5]4[C:10](=[CH:9][CH:8]=[CH:7][CH:6]=4)[NH:2][CH:3]=3)[CH2:20][CH2:19]2)[CH:22]=[CH:23][CH:24]=[CH:25][CH:26]=1 |f:0.1|. Reported procedure: 1 g of 1-[4-(3-indolyl)-butyl]-4-phenylpyridinium chloride is dissolved in 25 ml of methanol and hydrogenated on 0.1 g of platinum at 25° and normal pressure until the reaction has ceased; the reaction mixture is filtered; the filtrate is evaporated; and, after customary working up, 3-[4-(4-phenyl-1-piperidyl)-butyl]-indole is obtained; hydrochloride, m.p. 213°-215°. Starting materials: ClC1=CC=C2C=CNC2=C1 (6-chloro-1H-indole), CN1CC(C(CC1)=O)C (1,3-dimethyl-4-piperidone). Product: ClC1=CC=C2C(=CNC2=C1)C=1C(CN(CC1)C)C (6-chloro-3-(1,3-dimethyl-1,2,3,6-tetrahydropyridin-4-yl)-1H-indole). The yield is 62.9%. Reaction SMILES: [Cl:1][C:2]1[CH:10]=[C:9]2[C:5]([CH:6]=[CH:7][NH:8]2)=[CH:4][CH:3]=1.[CH3:11][N:12]1[CH2:17][CH2:16][C:15](=O)[CH:14]([CH3:19])[CH2:13]1>>[Cl:1][C:2]1[CH:10]=[C:9]2[C:5]([C:6]([C:15]3[CH:14]([CH3:19])[CH2:13][N:12]([CH3:11])[CH2:17][CH:16]=3)=[CH:7][NH:8]2)=[CH:4][CH:3]=1. Procedure: Beginning with 0.97 gm (6.4 mMol) 6-chloro-1H-indole and 1.6 gm (13.0 mMol) 1,3-dimethyl-4-piperidone, 1.05 gm (63%) of the title compound were recovered as a crystalline solid. Starting materials: OCC1(CC=2N(CCS1)C(=NN2)C2(CC2)C2=CC=C(C=C2)C2=NC=C(C(=O)N)C=C2)C (6-(4-{1-[8-(Hydroxymethyl)-8-methyl-5,6,8,9-tetrahydro[1,2,4]triazolo[4,3-d][1,4]thiazepin-3-yl]cyclopropyl}phenyl)nicotinamide), [OH-].[K+] (potassium hydroxide), Cl (hydrochloric acid). Run in C(C)O (ethanol), O (water). Yields the product OCC1(CC=2N(CCS1)C(=NN2)C2(CC2)C2=CC=C(C=C2)C2=NC=C(C(=O)O)C=C2)C (6-(4-{1-[8-(Hydroxymethyl)-8-methyl-5,6,8,9-tetrahydro[1,2,4]triazolo[4,3-d][1,4]thiazepin-3-yl]cyclopropyl}phenyl)nicotinic acid). The yield is 83.0%. Reaction SMILES: [OH:1][CH2:2][C:3]1([CH3:31])[S:9][CH2:8][CH2:7][N:6]2[C:10]([C:13]3([C:16]4[CH:21]=[CH:20][C:19]([C:22]5[CH:30]=[CH:29][C:25]([C:26](N)=[O:27])=[CH:24][N:23]=5)=[CH:18][CH:17]=4)[CH2:15][CH2:14]3)=[N:11][N:12]=[C:5]2[CH2:4]1.[OH-:32].[K+].Cl>C(O)C.O>[OH:1][CH2:2][C:3]1([CH3:31])[S:9][CH2:8][CH2:7][N:6]2[C:10]([C:13]3([C:16]4[CH:21]=[CH:20][C:19]([C:22]5[CH:30]=[CH:29][C:25]([C:26]([OH:27])=[O:32])=[CH:24][N:23]=5)=[CH:18][CH:17]=4)[CH2:15][CH2:14]3)=[N:11][N:12]=[C:5]2[CH2:4]1 |f:1.2|. Procedure: A mixed solution of the compound (200 mg, 0.458 mmol) obtained in Example 65 and potassium hydroxide (129 mg) in ethanol (5.00 mL) and water (1.50 mL) was stirred at 100° C. for 9 h. The reaction mixture was cooled to room temperature, poured into 0.05 N hydrochloric acid (50.0 mL) with ice cooling, extracted with dichloromethane/2-propanol (4/1), and dried with anhydrous sodium sulfate, and then the solvent was distilled off under reduced pressure. Diisopropyl ether was added to the residue, an... Reactants: OC1=CC=C(C=O)C=C1 (4-hydroxybenzaldehyde), N1=CC(=CC=C1)CC#N (3-pyridylacetonitrile), [OH-].[Na+] (NaOH). Solvent: CO (methanol). Reaction conditions: time 30 minute. The product is C(#N)\C(=C/C1=CC=C(C=C1)O)\C=1C=NC=CC1 ((Z)-1-Cyano-1-(3-pyridyl)-2-(4-hydroxyphenyl)ethene). Isolated yield 65.8%. RXN SMILES: [OH:1][C:2]1[CH:9]=[CH:8][C:5]([CH:6]=O)=[CH:4][CH:3]=1.[N:10]1[CH:15]=[CH:14][CH:13]=[C:12]([CH2:16][C:17]#[N:18])[CH:11]=1.[OH-].[Na+]>CO>[C:17](/[C:16](/[C:12]1[CH:11]=[N:10][CH:15]=[CH:14][CH:13]=1)=[CH:6]\[C:5]1[CH:8]=[CH:9][C:2]([OH:1])=[CH:3][CH:4]=1)#[N:18] |f:2.3|. Procedure: A mixture of 4-hydroxybenzaldehyde (0.5 g, 4.1 mmoles), 3-pyridylacetonitrile (0.54 ml, 4.1 mmoles) and 50% w/v of aqueous NaOH (3.3 ml) in methanol (10 ml) was stirred at room temperature for 30 minutes. The yellow precipitate that formed was filtered, washed with cooled methanol (1 ml), cooled CH2Cl2 (10 ml), and dried under vacuum over P2O5 to yield 0.6 g (66%) of the title compound. 1H-NMR (CD3OD) 8.8 (d, 1H), 8.4 (m, 1H), 8.05 (m, 1H), 7.8 (m, 2H), 7.6 (s, 1H), 7.4 (m, 1H), 6.6 (m, 2H). 13C... Starting materials: example 6 ( 1 ), ClC=1C=C2C(N(C(C2=CC1)=O)CC(C(=O)OC)C1(OCCO1)C)=O (methyl 3-(5-chloro-1,3-dioxo-1,3-dihydro-isoindol-2-yl)-2-(2-methyl-[1,3]dioxolan-2-yl)propionate), C1(=CC=C(C=C1)S(=O)(=O)[O-])C.[NH+]1=CC=CC=C1 (pyridinium p-toluenesulfonate). Procedure details: Methyl 2-(5-chloro-1,3-dioxo-1,3-dihydro-isoindol-2-ylmethyl)-3-oxo-butyrate was prepared (269 mg, 59%) in the same manner as described in the above example 6 (1) from methyl 3-(5-chloro-1,3-dioxo-1,3-dihydro-isoindol-2-yl)-2-(2-methyl-[1,3]dioxolan-2-yl)propionate (0.52 g, 1.48 mmol) and pyridinium p-toluenesulfonate (51 mg), and the obtained product was identified with the following NMR data. Yields the product ClC=1C=C2C(N(C(C2=CC1)=O)CC(C(=O)OC)C(C)=O)=O (Methyl 2-(5-chloro-1,3-dioxo-1,3-dihydro-isoindol-2-ylmethyl)-3-oxo-butyrate). RXN SMILES: [Cl:1][C:2]1[CH:3]=[C:4]2[C:8](=[CH:9][CH:10]=1)[C:7](=[O:11])[N:6]([CH2:12][CH:13]([C:18]1([CH3:23])OCC[O:19]1)[C:14]([O:16][CH3:17])=[O:15])[C:5]2=[O:24].C1(C)C=CC(S([O-])(=O)=O)=CC=1.[NH+]1C=CC=CC=1>>[Cl:1][C:2]1[CH:3]=[C:4]2[C:8](=[CH:9][CH:10]=1)[C:7](=[O:11])[N:6]([CH2:12][CH:13]([C:18](=[O:19])[CH3:23])[C:14]([O:16][CH3:17])=[O:15])[C:5]2=[O:24] |f:1.2|. Product: Cl.N[C@H]([C@H](CC(=O)OC)O)CC1CCCCC1 (methyl (3S, 4S)-4-amino-5-cyclohexyl-3-hydroxypentanoate hydrochloride). Procedure: 2 ml of thionyl chloride were added, at -20° C., to 20 ml of methanol, and the resulting solution was stirred for 10 minutes. At the end of this time. 2.85 g (9.0 mmole) of N-(t-butoxycarbonyl)-(3S, 4S)-4-amino- 5-cyclohexyl-3-hydroxypentanoic acid were added to the solution, and the reaction mixture was stirred at room temperature for 14 hours. The solvent was then removed by distillation, and the residue was dried by azeotropic distillation with benzene 3 times, to afford methyl (3S, 4S)-4-ami... Starting materials: S(=O)(Cl)Cl (thionyl chloride), CO (methanol), C(C)(C)(C)OC(=O)N[C@H]([C@H](CC(=O)O)O)CC1CCCCC1 (N-(t-butoxycarbonyl)-(3S, 4S)-4-amino- 5-cyclohexyl-3-hydroxypentanoic acid). As a reaction SMILES: S(Cl)([Cl:3])=O.C(OC([NH:12][C@@H:13]([CH2:20][CH:21]1[CH2:26][CH2:25][CH2:24][CH2:23][CH2:22]1)[C@@H:14]([OH:19])[CH2:15][C:16]([OH:18])=[O:17])=O)(C)(C)C.[CH3:27]O>>[ClH:3].[NH2:12][C@@H:13]([CH2:20][CH:21]1[CH2:26][CH2:25][CH2:24][CH2:23][CH2:22]1)[C@@H:14]([OH:19])[CH2:15][C:16]([O:18][CH3:27])=[O:17] |f:3.4|. Run at time 10 minute. Starting materials: N#Cc1cc(Br)cc(NC(=O)OCc2ccccc2)c1, C1CCOC1, CI, [H-], [Na+]. The product is CN(C(=O)OCc1ccccc1)c1cc(Br)cc(C#N)c1. As a reaction SMILES: [Br:1][c:2]1[cH:3][c:4]([NH:10][C:11]([O:12][CH2:13][c:14]2[cH:15][cH:16][cH:17][cH:18][cH:19]2)=[O:20])[cH:5][c:6]([C:8]#[N:9])[cH:7]1.[CH2:25]1[O:26][CH2:27][CH2:28][CH2:29]1.[CH3:23][I:24].[H-:22].[Na+:21]>>[Br:1][c:2]1[cH:3][c:4]([N:10]([C:11]([O:12][CH2:13][c:14]2[cH:15][cH:16][cH:17][cH:18][cH:19]2)=[O:20])[CH3:23])[cH:5][c:6]([C:8]#[N:9])[cH:7]1. Reactants: [N+](=O)([O-])[O-].[Ce+3].[N+](=O)([O-])[O-].[N+](=O)([O-])[O-] (cerium nitrate), [N+](=O)([O-])[O-].[Ce+3].[N+](=O)([O-])[O-].[N+](=O)([O-])[O-] (cerium nitrate), C(C(=O)[O-])(=O)[O-].[NH4+].[NH4+] (ammonium oxalate), C(C(=O)[O-])(=O)[O-].[NH4+].[NH4+] (ammonium oxalate). The reagents and catalysts are [Co](Cl)Cl (cobalt chloride), [Co](Cl)Cl (cobalt chloride). Conditions: temperature 35 celsius. Yields the product C(C(=O)[O-])(=O)[O-].[Ce+3].C(C(=O)[O-])(=O)[O-].C(C(=O)[O-])(=O)[O-].[Ce+3] (cerium oxalate). Reaction SMILES: [N+]([O-])([O-])=O.[Ce+3:5].[N+]([O-])([O-])=O.[N+]([O-])([O-])=O.[C:14]([O-:19])(=[O:18])[C:15]([O-:17])=[O:16].[NH4+].[NH4+]>[Co](Cl)Cl>[C:14]([O-:19])(=[O:18])[C:15]([O-:17])=[O:16].[Ce+3:5].[C:14]([O-:19])(=[O:18])[C:15]([O-:17])=[O:16].[C:14]([O-:19])(=[O:18])[C:15]([O-:17])=[O:16].[Ce+3:5] |f:0.1.2.3,4.5.6,8.9.10.11.12|. Procedure details: A solution of cobalt chloride having a gravity of 1.05 g/cm3 was mixed with a solution of cerium nitrate and heated to 35° C., followed by adding, while stirring a solution of ammonium oxalate having a gravity of 1.03 g/m3 and a pH 3. The quantity of ammonium oxalate added was 1.5 mole equivalent per mole equivalent of cobalt chloride and cerium nitrate. The precipitates of cobalt oxalate and cerium oxalate were obtained after reaction and filtrated in a vacuum filtrator to remove the mother liq...